This data is from the Open Reaction Database (ORD), a public repository of structured organic reaction records. The task is: describe an organic reaction: reactants, conditions, products, and yield Reactants: COC(=O)C=1C(=NC(=C(C1C1=CC=C(C=C1)F)CN1CCOCC1)C(C)C)C(C)C (Methyl-2,6-diisopropyl-4-(4-fluorophenyl)-5-(morpholino)methyl-3-pyridinecarboxylate), [H-].[Al+3].[Li+].[H-].[H-].[H-] (lithium aluminum hydride). The solvent is C1CCOC1 (THF). Yields the product C(C)(C)C1=NC(=C(C(=C1CO)C1=CC=C(C=C1)F)CN1CCOCC1)C(C)C (2,6-Diisopropyl-3-hydroxymethyl-4-(4-fluorophenyl)-5-(morpholinomethyl)pyridine). Yield: 84.0%. RXN SMILES: C[O:2][C:3]([C:5]1[C:6]([CH:28]([CH3:30])[CH3:29])=[N:7][C:8]([CH:25]([CH3:27])[CH3:26])=[C:9]([CH2:18][N:19]2[CH2:24][CH2:23][O:22][CH2:21][CH2:20]2)[C:10]=1[C:11]1[CH:16]=[CH:15][C:14]([F:17])=[CH:13][CH:12]=1)=O.[H-].[Al+3].[Li+].[H-].[H-].[H-]>C1COCC1>[CH:28]([C:6]1[C:5]([CH2:3][OH:2])=[C:10]([C:11]2[CH:12]=[CH:13][C:14]([F:17])=[CH:15][CH:16]=2)[C:9]([CH2:18][N:19]2[CH2:20][CH2:21][O:22][CH2:23][CH2:24]2)=[C:8]([CH:25]([CH3:27])[CH3:26])[N:7]=1)([CH3:30])[CH3:29] |f:1.2.3.4.5.6|. Procedure details: The intermediate obtained in Step A (375 mg, 0.905 mmol) was dissolved in dry THF (50 mL), treated dropwise with lithium aluminum hydride (1M/THF, 1.81 mL) and the reaction stirred at reflux for 24 hours. The reaction was quenched by the successive dropwise addition of water (0.1 ml), NaOH 20% (0.1 ml), and water again (0.3 ml). Concentration in vacuo afforded a white residue which was partitioned between CH2Cl2 and water. The organic layer was dried with MgSO4, filtered, and concentrated to aff...